From a dataset of the Open Reaction Database (ORD), a public repository of structured organic reaction records. describe an organic reaction: reactants, conditions, products, and yield The reactants are C(C)OC(=O)C(C(CC(=O)OCC1=CC=CC=C1)C1=CC=CC=C1)C(=O)OCC (benzyl 4,4-bis(ethoxycarbonyl)-3-phenylbutyrate). Reaction SMILES: [CH2:1]([O:3][C:4]([CH:6]([C:25]([O:27][CH2:28][CH3:29])=[O:26])[CH:7]([C:19]1[CH:24]=[CH:23][CH:22]=[CH:21][CH:20]=1)[CH2:8][C:9]([O:11]CC1C=CC=CC=1)=[O:10])=[O:5])[CH3:2]>O1CCOCC1.[Pd]>[CH2:28]([O:27][C:25]([CH:6]([C:4]([O:3][CH2:1][CH3:2])=[O:5])[CH:7]([C:19]1[CH:20]=[CH:21][CH:22]=[CH:23][CH:24]=1)[CH2:8][C:9]([OH:11])=[O:10])=[O:26])[CH3:29]. The reagents and catalysts are [Pd] (palladium on carbon). The solvent is O1CCOCC1 (dioxane). Reaction conditions: time 1 hour. The yield is 87.7%. Procedure: To a solution of benzyl 4,4-bis(ethoxycarbonyl)-3-phenylbutyrate (3.98 g) in dioxane (50 ml) was added 10% palladium on carbon (0.5 g). The mixture was hydrogenated at 4 kgf/cm2 for 1 hour. The reaction mixture was filtered and the filtrate was evaporated off to give 4,4-bis(ethoxycarbonyl)-3-phenylbutyric acid (2.7 g) as an oil. Yields the product C(C)OC(=O)C(C(CC(=O)O)C1=CC=CC=C1)C(=O)OCC (4,4-bis(ethoxycarbonyl)-3-phenylbutyric acid).